Dataset: the Open Reaction Database (ORD), a public repository of structured organic reaction records. Task: describe an organic reaction: reactants, conditions, products, and yield Reactants: CN(C)C=O, COC(=O)C(Cl)Cc1cc(-n2nc(C)n(C(F)F)c2=O)c(Cl)cc1Cl, [H-], [Na+], O. Product: COC(=O)C=Cc1cc(-n2nc(C)n(C(F)F)c2=O)c(Cl)cc1Cl. As a reaction SMILES: [CH3:29][N:30]([CH3:31])[CH:32]=[O:33].[Cl:1][CH:2]([C:3](=[O:4])[O:5][CH3:6])[CH2:7][c:8]1[c:9]([Cl:25])[cH:10][c:11]([Cl:24])[c:12](-[n:14]2[n:15][c:16]([CH3:23])[n:17]([CH:20]([F:21])[F:22])[c:18]2=[O:19])[cH:13]1.[H-:26].[Na+:27].[OH2:28]>>[CH:2]([C:3](=[O:4])[O:5][CH3:6])=[CH:7][c:8]1[c:9]([Cl:25])[cH:10][c:11]([Cl:24])[c:12](-[n:14]2[n:15][c:16]([CH3:23])[n:17]([CH:20]([F:21])[F:22])[c:18]2=[O:19])[cH:13]1.